From a dataset of the Open Reaction Database (ORD), a public repository of structured organic reaction records. describe an organic reaction: reactants, conditions, products, and yield The reactants are C(C)(C)(C)OC(=O)N([C@H](C(=O)O)CC(C)(C)C)C ((S)-2-(tert-butoxycarbonyl(methyl)amino)-4,4-dimethylpentanoic acid), FC(C1=CC=C(C=C1)N1C[C@@H]2[C@H](C1)[C@H](CC2)N)(F)F ((3aR,4S,6aS)-2-[4-(trifluoromethyl)phenyl]octahydrocyclopenta[c]pyrrol-4-amine), FC(C1=CC=CC(=N1)N1C[C@@H]2[C@H](C1)[C@H](CC2)N)(F)F ((3aR,4S,6aS)-2-(6-(trifluoromethyl)pyridin-2-yl)octahydrocyclopenta[c]pyrrol-4-amine). Product: N[C@H](C(=O)N[C@H]1CC[C@@H]2CN(C[C@@H]21)C2=CC=C(C=C2)C(F)(F)F)CC ((2S)-2-amino-N-{(3aR,4S,6aS)-2-[4-(trifluoromethyl)phenyl]octahydrocyclopenta[c]pyrrol-4-yl}butanamide). Reaction SMILES: C(OC([N:8](C)[C@@H:9]([CH2:13][C:14](C)(C)C)[C:10](O)=[O:11])=O)(C)(C)C.[F:19][C:20]([F:37])([F:36])[C:21]1[CH:26]=[CH:25][C:24]([N:27]2[CH2:31][C@@H:30]3[C@@H:32]([NH2:35])[CH2:33][CH2:34][C@@H:29]3[CH2:28]2)=[CH:23][CH:22]=1.FC(F)(F)C1N=C(N2C[C@@H]3[C@@H](N)CC[C@@H]3C2)C=CC=1>>[NH2:8][C@@H:9]([CH2:13][CH3:14])[C:10]([NH:35][C@@H:32]1[C@@H:30]2[C@@H:29]([CH2:28][N:27]([C:24]3[CH:23]=[CH:22][C:21]([C:20]([F:19])([F:36])[F:37])=[CH:26][CH:25]=3)[CH2:31]2)[CH2:34][CH2:33]1)=[O:11]. Procedure details: The title compound was prepared by substituting (S)-N-(tert-butoxycarbonyl)-2-aminobutyric acid for (S)-2-(tert-butoxycarbonyl(methyl)amino)-4,4-dimethylpentanoic acid and (3aR,4S,6aS)-2-[4-(trifluoromethyl)phenyl]octahydrocyclopenta[c]pyrrol-4-amine from Example 607 for (3aR,4S,6aS)-2-(6-(trifluoromethyl)pyridin-2-yl)octahydrocyclopenta[c]pyrrol-4-amine in the procedure described in Example 587: 1H NMR (500 MHz, pyridine-d5) δ ppm 8.33 (d, J=7.1, 1H), 7.57 (d, J=8.7, 2H), 6.61 (d, J=8.7, 2H), 4...